Dataset: the Open Reaction Database (ORD), a public repository of structured organic reaction records. Task: describe an organic reaction: reactants, conditions, products, and yield Starting materials: CS(C)=O, CC1CCCO1, C1CC2CCC1N2, Cl, O=[N+]([O-])c1ccc(F)cc1C(F)(F)F, [Na+], [Na+], O=C([O-])[O-]. Product: O=[N+]([O-])c1ccc(N2C3CCC2CC3)cc1C(F)(F)F. As a reaction SMILES: [CH3:21][S:22]([CH3:23])=[O:24].[CH3:33][CH:34]1[CH2:35][CH2:36][CH2:37][O:38]1.[CH:26]12[CH2:27][CH2:28][CH:29]([CH2:30][CH2:31]1)[NH:32]2.[ClH:25].[F:1][c:2]1[cH:3][c:4]([C:11]([F:12])([F:13])[F:14])[c:5]([N+:8](=[O:9])[O-:10])[cH:6][cH:7]1.[Na+:15].[Na+:16].[O-:17][C:18](=[O:19])[O-:20]>>[c:2]1([N:32]2[CH:26]3[CH2:27][CH2:28][CH:29]2[CH2:30][CH2:31]3)[cH:3][c:4]([C:11]([F:12])([F:13])[F:14])[c:5]([N+:8](=[O:9])[O-:10])[cH:6][cH:7]1. Reactants: COC([C@@H](NC(CNC(=O)OCC1=CC=CC=C1)=O)CC1=CC(=C(C=C1)OC(C)=O)OC(C)=O)=O (carbobenzyloxyglycyl-3,4-diacetyloxy-L-phenylalanine-methyl ester), C(C)(=O)Cl (acetyl chloride). The reagents and catalysts are [Pd] (Pd/C). The solvent is C(C)(=O)O (acetic acid), C(C)(=O)O (acetic acid), Cl (hydrogen chloride), CO (methanol), CCOCC (ether). Reaction conditions: time 8 hour. Product: Cl.COC([C@@H](NC(CN)=O)CC1=CC(=C(C=C1)OC(C)=O)OC(C)=O)=O (glycyl-3,4-diacetyloxy-L-phenylalanine-methyl ester hydrochloride). Isolated yield 24.0%. Reaction SMILES: C([Cl:4])(=O)C.[CH3:5][O:6][C:7](=[O:39])[C@H:8]([CH2:24][C:25]1[CH:30]=[CH:29][C:28]([O:31][C:32](=[O:34])[CH3:33])=[C:27]([O:35][C:36](=[O:38])[CH3:37])[CH:26]=1)[NH:9][C:10](=[O:23])[CH2:11][NH:12]C(OCC1C=CC=CC=1)=O>CO.C(O)(=O)C.Cl.CCOCC.[Pd]>[ClH:4].[CH3:5][O:6][C:7](=[O:39])[C@H:8]([CH2:24][C:25]1[CH:30]=[CH:29][C:28]([O:31][C:32](=[O:34])[CH3:33])=[C:27]([O:35][C:36](=[O:38])[CH3:37])[CH:26]=1)[NH:9][C:10](=[O:23])[CH2:11][NH2:12] |f:7.8|. Reported procedure: Next, 3.00 g (6.17 millimole) of the above isolated ester was dissolved in methanol (100 ml) and glacial acetic acid (5 ml). The solution was then shaken in a Parr apparatus for 16 hours over 10% Pd/C (0.4 g) under a hydrogen atmosphere (35 lbs). The solution was then filtered and concentrated in vacuo at room temperature. The residue obtained was dissolved in 10 ml of glacial acetic acid, saturated with hydrogen chloride and treated with 10 ml of acetyl chloride. The solution was stirred at roo...